From a dataset of the Open Reaction Database (ORD), a public repository of structured organic reaction records. describe an organic reaction: reactants, conditions, products, and yield Reactants: ClC1=C(C(=CC=C1)F)C1=NN(C(=N1)C1=CC(=C(C=C1)CO)Cl)C (3-(2-chloro-6-fluorophenyl)-5-(3-chloro 4-hydroxymethylphenyl)-1-methyl-1H-1,2,4-triazole), ClC1=NC=C(C=C1Cl)C(F)(F)F (2,3-dichloro-5-trifluoromethyl pyridine), [H-].[Na+] (Sodium hydride), O (water). Solvent: COCCOC (1,2-dimethoxyethane), COCCOC (1,2-dimethoxyethane), COCCOC (1,2-dimethoxyethane). Conditions: temperature -5 celsius. Product: ClC=1C=C(C=CC1COC1=NC=C(C=C1Cl)C(F)(F)F)C1=NC(=NN1C)C1=C(C=CC=C1F)Cl (5-[3-chloro-4-(3-chloro-5-trifluoromethylpyridine-2-yloxymethyl)phenyl]-3(2-chloro-6-fluorophenyl)-1-methyl-1H-1,2,4-triazole). Isolated yield 60.7%. Reaction SMILES: [H-].[Na+].[Cl:3][C:4]1[CH:9]=[CH:8][CH:7]=[C:6]([F:10])[C:5]=1[C:11]1[N:15]=[C:14]([C:16]2[CH:21]=[CH:20][C:19]([CH2:22][OH:23])=[C:18]([Cl:24])[CH:17]=2)[N:13]([CH3:25])[N:12]=1.Cl[C:27]1[C:32]([Cl:33])=[CH:31][C:30]([C:34]([F:37])([F:36])[F:35])=[CH:29][N:28]=1.O>COCCOC>[Cl:24][C:18]1[CH:17]=[C:16]([C:14]2[N:13]([CH3:25])[N:12]=[C:11]([C:5]3[C:6]([F:10])=[CH:7][CH:8]=[CH:9][C:4]=3[Cl:3])[N:15]=2)[CH:21]=[CH:20][C:19]=1[CH2:22][O:23][C:27]1[C:32]([Cl:33])=[CH:31][C:30]([C:34]([F:37])([F:35])[F:36])=[CH:29][N:28]=1 |f:0.1|. Procedure details: Sodium hydride (60%, 0.16 g) is added to 1,2-dimethoxyethane (50 ml) and a solution of 3-(2-chloro-6-fluorophenyl)-5-(3-chloro 4-hydroxymethylphenyl)-1-methyl-1H-1,2,4-triazole (1.20 g) in 1,2-dimethoxyethane (20 ml) is added dropwise thereto at -5° C. with stirring. To the reaction solution is added dropwise a solution of 2,3-dichloro-5-trifluoromethyl pyridine (0.80 g) in 1,2-dimethoxyethane (20 ml) at -5° C. for 10 minutes, which is further stirred for 15 minutes. On completion of the reactio...